This data is from the Open Reaction Database (ORD), a public repository of structured organic reaction records. The task is: describe an organic reaction: reactants, conditions, products, and yield Starting materials: C(C)(C)(C)C1=CC(=C(C=C1)CC#N)C (4-t-Butyl-2-methylphenylacetonitrile), C(C)(C)(C)C1=CC(=C(CCl)C=C1)C (4-t-butyl-2-methylbenzylchloride). The product is C(C)(C)(C)C1=CC=C(C=C1)CC#N (4-t-Butylphenylacetonitrile). Procedure details: 4-t-Butyl-2-methylphenylacetonitrile, from 4-t-butyl-2-methylbenzylchloride (Example 3c); oil, bp 135-140° C. RXN SMILES: [C:1]([C:5]1[CH:10]=[CH:9][C:8]([CH2:11][C:12]#[N:13])=[C:7](C)[CH:6]=1)([CH3:4])([CH3:3])[CH3:2].C(C1C=CC(CCl)=C(C)C=1)(C)(C)C>>[C:1]([C:5]1[CH:6]=[CH:7][C:8]([CH2:11][C:12]#[N:13])=[CH:9][CH:10]=1)([CH3:4])([CH3:2])[CH3:3]. The reactants are potassium tertiary-butylate, [N+](=O)([O-])C1=C(C(=CC=C1)[N+](=O)[O-])C (2,6-dinitrotoluene), C=O (paraformaldehyde). Solvent: C(C)(C)(C)O (tert.-butanol), CS(=O)C (DMSO). Reaction conditions: temperature 70 celsius, time 10 minute. Yields the product [N+](=O)([O-])C1=C(C(=CC=C1)[N+](=O)[O-])CCO (2-(2,6-dinitrophenyl)ethanol). Yield: 64.1%. RXN SMILES: [N+:1]([C:4]1[CH:9]=[CH:8][CH:7]=[C:6]([N+:10]([O-:12])=[O:11])[C:5]=1[CH3:13])([O-:3])=[O:2].[CH2:14]=[O:15]>C(O)(C)(C)C.CS(C)=O>[N+:1]([C:4]1[CH:9]=[CH:8][CH:7]=[C:6]([N+:10]([O-:12])=[O:11])[C:5]=1[CH2:13][CH2:14][OH:15])([O-:3])=[O:2]. Procedure details: A solution of potassium tertiary-butylate (1.8 g, 8 mmol) in tert.-butanol (20 ml, synthesis quality, 99%) was added to 2,6-dinitrotoluene (18.2 g, 0.1 mol, dried for 3 d in high vacuum over silica gel) and paraformaldehyde (3 g, 0.1 mol) in DMSO (50 ml, synthesis quality, additionally dried for 2 d over molecular sieve 4 Å). After the addition of the potassium tertiary-butylate solution, a color change from yellow to deep violet occurred. The solution was stirred for 5 min at room temperature a... Procedure: To a stirred solution of tert-butyl (4R)-4-(aminocarbonyl)-1,3-thiazolidine-3-carboxylate (23 g, 0.1 mol) in ethylacetate (50 mL) at 0° C. was added dry HCl in ethylacetate (3.5 N, 250 mL). The resulting mixture was stirred at room temperature for 2 h, the volatiles were removed under reduced pressure and the residue was triturated with ethylacetate several times to obtain (4R)-1,3-thiazolidine-4-carboxamide hydrochloride salt as an off-white powder (16.5 g) quantitatively. M.R, 201.8-203.9° C.;... The solvent is C(C)OC(C)=O (ethylacetate), C(C)OC(C)=O (ethylacetate). Run at time 2 hour. As a reaction SMILES: [NH2:1][C:2]([C@@H:4]1[CH2:8][S:7][CH2:6][N:5]1C(OC(C)(C)C)=O)=[O:3].[ClH:16]>C(OC(=O)C)C>[ClH:16].[S:7]1[CH2:8][C@@H:4]([C:2]([NH2:1])=[O:3])[NH:5][CH2:6]1 |f:3.4|. Starting materials: NC(=O)[C@H]1N(CSC1)C(=O)OC(C)(C)C (tert-butyl (4R)-4-(aminocarbonyl)-1,3-thiazolidine-3-carboxylate), Cl (HCl). Product: Cl.S1CN[C@@H](C1)C(=O)N ((4R)-1,3-thiazolidine-4-carboxamide hydrochloride salt). The reactants are C(C1=CC=CC=C1)N1C2CN(CC1CC2)C2=C1C(N(C(C1=CC=C2)=O)CC2=CC(=C(C=C2)OC)OC)=O (4-(8-benzyl-3,8-diaza-bicyclo[3.2.1]oct-3-yl)-2-(3,4-dimethoxy-benzyl)-isoindole-1,3-dione), BrC(C)C1=CC=CC=C1 (1-bromoethylbenzene), C(=O)([O-])[O-].[K+].[K+] (K2CO3). The reagents and catalysts are [Pd] (Pd/C). Run in CCOC(=O)C (EtOAc). Reaction conditions: temperature 50 celsius. Yields the product COC=1C=C(CN2C(C3=CC=CC(=C3C2=O)N2CC3CCC(C2)N3C(C)C3=CC=CC=C3)=O)C=CC1OC (2-(3,4-dimethoxy-benzyl)-4-[8-(1-phenyl-ethyl)-3,8-diaza-bicyclo[3.2.1]oct-3-yl]-isoindole-1,3-dione). Yield: 38.5%. Reaction SMILES: [CH2:1]([N:8]1[CH:13]2[CH2:14][CH2:15][CH:9]1[CH2:10][N:11]([C:16]1[CH:24]=[CH:23][CH:22]=[C:21]3[C:17]=1[C:18](=[O:37])[N:19]([CH2:26][C:27]1[CH:32]=[CH:31][C:30]([O:33][CH3:34])=[C:29]([O:35][CH3:36])[CH:28]=1)[C:20]3=[O:25])[CH2:12]2)[C:2]1[CH:7]=[CH:6][CH:5]=[CH:4][CH:3]=1.Br[CH:39](C1C=CC=CC=1)C.C([O-])([O-])=O.[K+].[K+]>CCOC(C)=O.[Pd]>[CH3:36][O:35][C:29]1[CH:28]=[C:27]([CH:32]=[CH:31][C:30]=1[O:33][CH3:34])[CH2:26][N:19]1[C:18](=[O:37])[C:17]2[C:21](=[CH:22][CH:23]=[CH:24][C:16]=2[N:11]2[CH2:10][CH:9]3[N:8]([CH:1]([C:2]4[CH:7]=[CH:6][CH:5]=[CH:4][CH:3]=4)[CH3:39])[CH:13]([CH2:14][CH2:15]3)[CH2:12]2)[C:20]1=[O:25] |f:2.3.4|. Procedure: Compound 7 (50 mg, 0.10 mmol) was hydrogenated (50 psi H2) with 10% Pd/C (5 mg) in EtOAc (1.0 mL) for 5 h. The mixture was filtered through Celite®, and concentrated in vacuo. The crude oil was dissolved in THF (0.4 mL). A portion of 1-bromoethylbenzene (0.03 mL, 0.22 mmol) and K2CO3 (36 mg, 0.26 mmol) were added. The mixture was heated to 50° C. for 4 h. The mixture was cooled to room temperature, filtered through Celite®, and concentrated in vacuo. The crude oil was purified on a Gilson HPLC w... The reactants are CCCCCC, O=C(O)C1CC1, [Cl-], ClCCl, COc1ccc(N)cn1, [Na+], [OH-], O, c1ccncc1. Yields the product COc1ccc(NC(=O)C2CC2)cn1. RXN SMILES: [CH3:28][CH2:29][CH2:30][CH2:31][CH2:32][CH3:33].[CH:17]1([C:20](=[O:21])[OH:22])[CH2:18][CH2:19]1.[Cl-:16].[Cl:25][CH2:26][Cl:27].[NH2:1][c:2]1[cH:3][cH:4][c:5]([O:8][CH3:9])[n:6][cH:7]1.[Na+:24].[OH-:23].[OH2:34].[cH:10]1[cH:11][cH:12][n:13][cH:14][cH:15]1>>[NH:1]([c:2]1[cH:3][cH:4][c:5]([O:8][CH3:9])[n:6][cH:7]1)[C:20]([CH:17]1[CH2:18][CH2:19]1)=[O:21]. The reactants are N#Cc1ccnc(C=Cc2ccccc2)n1, ClCCl, CO, O=[O+][O-]. Reaction SMILES: [C:1](#[N:2])[c:3]1[n:4][c:5]([CH:9]=[CH:10][c:11]2[cH:12][cH:13][cH:14][cH:15][cH:16]2)[n:6][cH:7][cH:8]1.[CH2:22]([Cl:23])[Cl:24].[CH3:20][OH:21].[O-:17][O+:18]=[O:19]>>[C:1](#[N:2])[c:3]1[n:4][c:5]([CH:9]=[O:17])[n:6][cH:7][cH:8]1. Yields the product N#Cc1ccnc(C=O)n1. The reactants are FC1=CC=C(COC2=C(C=C(C(=O)O)C=C2)CC(C)C)C=C1 (4-(4-fluorobenzyloxy)-3-isobutylbenzoic acid), C(C(C)C)N1CCNCC1 (1-isobutylpiperazine), C1(=CC=CC=C1)P(=O)(C1=CC=CC=C1)Cl (diphenylphosphinic chloride). Solvent: C(Cl)(Cl)Cl (chloroform), C(C)N(CC)CC (triethylamine). Conditions: time 40 minute. Product: FC1=CC=C(COC2=C(C=C(C(=O)N3CCN(CC3)CC(C)C)C=C2)CC(C)C)C=C1 (1-[4-(4-fluorobenzyloxy)-3-isobutylbenzoyl]-4-isobutylpiperazine). Yield: 84.2%. As a reaction SMILES: [F:1][C:2]1[CH:22]=[CH:21][C:5]([CH2:6][O:7][C:8]2[CH:16]=[CH:15][C:11]([C:12]([OH:14])=O)=[CH:10][C:9]=2[CH2:17][CH:18]([CH3:20])[CH3:19])=[CH:4][CH:3]=1.C1(P(Cl)(C2C=CC=CC=2)=O)C=CC=CC=1.[CH2:38]([N:42]1[CH2:47][CH2:46][NH:45][CH2:44][CH2:43]1)[CH:39]([CH3:41])[CH3:40]>C(Cl)(Cl)Cl.C(N(CC)CC)C>[F:1][C:2]1[CH:3]=[CH:4][C:5]([CH2:6][O:7][C:8]2[CH:16]=[CH:15][C:11]([C:12]([N:45]3[CH2:46][CH2:47][N:42]([CH2:38][CH:39]([CH3:41])[CH3:40])[CH2:43][CH2:44]3)=[O:14])=[CH:10][C:9]=2[CH2:17][CH:18]([CH3:20])[CH3:19])=[CH:21][CH:22]=1. Procedure: 4-(4-fluorobenzyloxy)-3-isobutylbenzoic acid (16.5 g) was dissolved in a mixture of chloroform (150 ml) and triethylamine (15.3 ml). To this mixture was added diphenylphosphinic chloride (11.5 ml) while being cooled with ice. After being stirred for 40 minutes, the mixture, with 1-isobutylpiperazine (7.83 g) added thereto, was stirred for 1.5 hours at room temperature. This reaction mixture was washed with saturated sodium hydrogencarbonate solution and saturated brine successively, dried over s... Reactants: C1(CC1)C1=NC=C(N1C)C=1N=NN(C1)C=1C=C(C(=O)NC2=C(C(=CC(=C2)C(CO)(C)C)NS(=O)(=O)C)OC)C=CC1C (3-[4-(2-Cyclopropyl-3-methyl-3H-imidazol-4-yl)-1,2,3-triazol-1-yl]-N-[5-(2-hydroxy-1,1-dimethyl-ethyl)-3-methanesulfonylamino-2-methoxy-phenyl]-4-methyl-benzamide), C(#C)C1=CN=C(N1C)C1(CC1)C (5-ethynyl-1-methyl-2-(1-methyl-cyclopropyl)-1H-imidazole). Reported procedure: Example 134 was prepared in the same manner as 3-[4-(2-cyclopropyl-3-methyl-3H-imidazol-4-yl)-1,2,3-triazol-1-yl]-N-[5-(2-hydroxy-1,1-dimethyl-ethyl)-3-methane-sulfonylamino-2-methoxy-phenyl]-4-methyl-benzamide (Example 133) with 1.5 equivalents of 5-ethynyl-1-methyl-2-(1-methyl-cyclopropyl)-1H-imidazole. ESI MS m/z 608 [C30H37N7O5S+H]+. The product is OCC(C)(C)C=1C=C(C(=C(C1)NC(C1=CC(=C(C=C1)C)N1N=NC(=C1)C=1N(C(=NC1)C1(CC1)C)C)=O)OC)NS(=O)(=O)C (N-[5-(2-Hydroxy-1,1-dimethyl-ethyl)-3-methanesulfonylamino-2-methoxy-phenyl]-4-methyl-3-{4-[3-methyl-2-(1-methyl-cyclopropyl)-3H-imidazol-4-yl]-1,2,3-triazol-1-yl}-benzamide). Reaction SMILES: [CH:1]1([C:4]2[N:8]([CH3:9])[C:7]([C:10]3[N:11]=[N:12][N:13]([C:15]4[CH:16]=[C:17]([CH:39]=[CH:40][C:41]=4[CH3:42])[C:18]([NH:20][C:21]4[CH:26]=[C:25]([C:27]([CH3:31])([CH3:30])[CH2:28][OH:29])[CH:24]=[C:23]([NH:32][S:33]([CH3:36])(=[O:35])=[O:34])[C:22]=4[O:37][CH3:38])=[O:19])[CH:14]=3)=[CH:6][N:5]=2)[CH2:3][CH2:2]1.[C:43](C1N(C)C(C2(C)CC2)=NC=1)#C>>[OH:29][CH2:28][C:27]([C:25]1[CH:24]=[C:23]([NH:32][S:33]([CH3:36])(=[O:35])=[O:34])[C:22]([O:37][CH3:38])=[C:21]([NH:20][C:18](=[O:19])[C:17]2[CH:39]=[CH:40][C:41]([CH3:42])=[C:15]([N:13]3[CH:14]=[C:10]([C:7]4[N:8]([CH3:9])[C:4]([C:1]5([CH3:43])[CH2:3][CH2:2]5)=[N:5][CH:6]=4)[N:11]=[N:12]3)[CH:16]=2)[CH:26]=1)([CH3:31])[CH3:30].